This data is from the Open Reaction Database (ORD), a public repository of structured organic reaction records. The task is: describe an organic reaction: reactants, conditions, products, and yield Starting materials: NC1(CCC1)C1=CC=C(C=C1)C1=C(OC2=CC=C(C=C2C1=O)F)C1=CC=CC=C1 (3-[4-(1-amino-cyclobutyl)-phenyl]-6-fluoro-2-phenyl-chromen-4-one), C(C)(C)(C)OC(NC1(CCC1)C1=CC=C(C=C1)C1=C(OC2=CC(=C(C=C2C1=O)F)F)C1=CC=CC=C1)=O ({1-[4-(6,7-difluoro-4-oxo-2-phenyl-4H-chromen-3-yl)-phenyl]-cyclobutyl}-carbamic acid tert-butyl ester). Product: NC1(CCC1)C1=CC=C(C=C1)C1=C(OC2=CC(=C(C=C2C1=O)F)F)C1=CC=CC=C1 (3-[4-(1-Amino-cyclobutyl)-phenyl]-6,7-difluoro-2-phenyl-chromen-4-one). The yield is 92.0%. Reaction SMILES: NC1(C2C=CC(C3C(=O)C4C(=CC=C(F)C=4)OC=3C3C=CC=CC=3)=CC=2)CCC1.C(OC(=O)[NH:36][C:37]1([C:41]2[CH:46]=[CH:45][C:44]([C:47]3[C:56](=[O:57])[C:55]4[C:50](=[CH:51][C:52]([F:59])=[C:53]([F:58])[CH:54]=4)[O:49][C:48]=3[C:60]3[CH:65]=[CH:64][CH:63]=[CH:62][CH:61]=3)=[CH:43][CH:42]=2)[CH2:40][CH2:39][CH2:38]1)(C)(C)C>>[NH2:36][C:37]1([C:41]2[CH:42]=[CH:43][C:44]([C:47]3[C:56](=[O:57])[C:55]4[C:50](=[CH:51][C:52]([F:59])=[C:53]([F:58])[CH:54]=4)[O:49][C:48]=3[C:60]3[CH:65]=[CH:64][CH:63]=[CH:62][CH:61]=3)=[CH:45][CH:46]=2)[CH2:40][CH2:39][CH2:38]1. Reported procedure: Following the procedure used to prepare 3-[4-(1-amino-cyclobutyl)-phenyl]-6-fluoro-2-phenyl-chromen-4-one, {1-[4-(6,7-difluoro-4-oxo-2-phenyl-4H-chromen-3-yl)-phenyl]-cyclobutyl}-carbamic acid tert-butyl ester was reacted to give the title compound as a white solid (67 mg, 92%). 1H NMR (400 MHz, DMSO-d6): δ 8.08-7.99 (m, 2H), 7.43-7.32 (m, 7H), 7.16-7.13 (m, 2H), 2.43-2.35 (m, 2H), 2.20-2.11 (m, 2H), 2.07-1.96 (m, 1H), 1.72-1.61 (m, 1H). LCMS (Method E): RT=3.75 min, [M+H]+=404. Starting materials: C(#C)C1=CN=C2N1C=C(C=C2C(F)(F)F)C2=CC=C(C=C2)C(F)(F)F (3-ethynyl-8-trifluoromethyl-6-(4-trifluoromethyl-phenyl)-imidazo[1,2-a]pyridine), BrC1=CC=C(S1)S(=O)(=O)N (5-bromothiophene-2-sulfonamide). The product is FC(C=1C=2N(C=C(C1)C1=CC=C(C=C1)C(F)(F)F)C(=CN2)C#CC2=CC=C(S2)S(=O)(=O)N)(F)F (5-[8-Trifluoromethyl-6-(4-trifluoromethyl-phenyl)-imidazo[1,2-a]pyridin-3-ylethynyl]-thiophene-2-sulfonic acid amide), solid. The yield is 57.0%. Reaction SMILES: [C:1]([C:3]1[N:7]2[CH:8]=[C:9]([C:16]3[CH:21]=[CH:20][C:19]([C:22]([F:25])([F:24])[F:23])=[CH:18][CH:17]=3)[CH:10]=[C:11]([C:12]([F:15])([F:14])[F:13])[C:6]2=[N:5][CH:4]=1)#[CH:2].Br[C:27]1[S:31][C:30]([S:32]([NH2:35])(=[O:34])=[O:33])=[CH:29][CH:28]=1>>[F:15][C:12]([F:14])([F:13])[C:11]1[C:6]2[N:7]([C:3]([C:1]#[C:2][C:27]3[S:31][C:30]([S:32]([NH2:35])(=[O:34])=[O:33])=[CH:29][CH:28]=3)=[CH:4][N:5]=2)[CH:8]=[C:9]([C:16]2[CH:21]=[CH:20][C:19]([C:22]([F:25])([F:24])[F:23])=[CH:18][CH:17]=2)[CH:10]=1. Procedure: The title compound was prepared from 3-ethynyl-8-trifluoromethyl-6-(4-trifluoromethyl-phenyl)-imidazo[1,2-a]pyridine (example C.18) (360 mg, 1 mmol) and commercially available 5-bromothiophene-2-sulfonamide (221 mg, 1 mmol) according to general procedure II. Obtained as an off-white solid (300 mg, 57%). MS (ISP) 516.2 [(M+H)+]; mp 248-250° C. The reactants are ClC1=C(C=NC2=CC(=C(C=C12)OC)OC)C#N (4-chloro-6,7-dimethoxy-3-quinolinecarbonitrile), CSC1=C(N)C=CC=C1 (2-(methylmercapto)aniline), Cl.N1=CC=CC=C1 (pyridine hydrochloride), C(C)OC(C)O (ethoxyethanol), C([O-])([O-])=O.[Na+].[Na+] (sodium carbonate), Cl (hydrogen chloride). The solvent is O (water). Product: COC=1C=C2C(=C(C=NC2=CC1OC)C#N)NC1=C(C=CC=C1)SC (6,7-dimethoxy-4-(2-methylsulfanyl-phenylamino)-quinoline-3-carbonitrile). Yield: 52.4%. RXN SMILES: Cl[C:2]1[C:11]2[C:6](=[CH:7][C:8]([O:14][CH3:15])=[C:9]([O:12][CH3:13])[CH:10]=2)[N:5]=[CH:4][C:3]=1[C:16]#[N:17].[CH3:18][S:19][C:20]1[CH:26]=[CH:25][CH:24]=[CH:23][C:21]=1[NH2:22].Cl.N1C=CC=CC=1.C(OC(O)C)C.C(=O)([O-])[O-].[Na+].[Na+].Cl>O>[CH3:13][O:12][C:9]1[CH:10]=[C:11]2[C:6](=[CH:7][C:8]=1[O:14][CH3:15])[N:5]=[CH:4][C:3]([C:16]#[N:17])=[C:2]2[NH:22][C:21]1[CH:23]=[CH:24][CH:25]=[CH:26][C:20]=1[S:19][CH3:18] |f:2.3,5.6.7|. Procedure details: A mixture of 0.249 g of 4-chloro-6,7-dimethoxy-3-quinolinecarbonitrile, 0.139 g of 2-(methylmercapto)aniline, 20 mg of pyridine hydrochloride, and 10 ml of ethoxyethanol was stirred under nitrogen, at reflux temperature for 30 minutes. The mixture was cooled and added to 40 ml of water. To this mixture was added sodium carbonate and concentrated hydrogen chloride to adjust pH to 7. The product was collected, washed with water, and dried to give 0.184 g of 6,7-dimethoxy-4-(2-methylsulfanyl-phenyl... The reactants are Cl.Cl.C(C)NC(CN1CC2=C(CC1)C1=C(OC2=O)C=C(C(=C1)OC)OC)C (3-[2-(ethylamino)propyl]-1,2,3,4-tetrahydro-8,9-dimethoxy-5H-[1]benzopyrano[3,4-c]pyridin-5-one dihydrochloride), C(CC)(=O)O (propionic acid), C(C)(=O)[O-].[Na+] (sodium acetate), [BH4-].[Na+] (sodium borohydride). Yields the product C(C)N(C(CN1CC2=C(CC1)C1=C(OC2=O)C=C(C(=C1)OC)OC)C)CCC (3-[2-(Ethylpropylamino)propyl]-1,2,3,4-tetrahydro-8,9-dimethoxy-5H-[1]benzopyrano[3,4-c]pyridin-5-one). The yield is 38.6%. As a reaction SMILES: Cl.Cl.[CH2:3]([NH:5][CH:6]([CH3:27])[CH2:7][N:8]1[CH2:13][CH2:12][C:11]2[C:14]3[CH:22]=[C:21]([O:23][CH3:24])[C:20]([O:25][CH3:26])=[CH:19][C:15]=3[O:16][C:17](=[O:18])[C:10]=2[CH2:9]1)[CH3:4].C([O-])(=O)C.[Na+].[BH4-].[Na+].[C:35](O)(=O)[CH2:36][CH3:37]>>[CH2:3]([N:5]([CH2:35][CH2:36][CH3:37])[CH:6]([CH3:27])[CH2:7][N:8]1[CH2:13][CH2:12][C:11]2[C:14]3[CH:22]=[C:21]([O:23][CH3:24])[C:20]([O:25][CH3:26])=[CH:19][C:15]=3[O:16][C:17](=[O:18])[C:10]=2[CH2:9]1)[CH3:4] |f:0.1.2,3.4,5.6|. Procedure: Prepared by the method described in Example 73 from 3-[2-(ethylamino)propyl]-1,2,3,4-tetrahydro-8,9-dimethoxy-5H-[1]benzopyrano[3,4-c]pyridin-5-one dihydrochloride (6.7 g, 0.016 moles), sodium acetate (2.6 g, 0.032 moles), sodium borohydride (3.3 g, 0.087 moles), and propionic acid (29.8 g, 0.40 moles) instead of acetic acid. Several recrystallizations from diisopropyl ether yielded the product as the free base (2.4 g), mp 93°-96° C. The reactants are NC1=CC=C(C2=CC=CC=C12)OC1=CC=NC=2NC(C(=NC21)C)=O (8-(4-aminonaphthalen-1-yloxy)-2-methylpyrido[2,3-b]pyrazin-3(4H)-one), FC1=C(C=C(C=C1)C(F)(F)F)N=C=O (1-fluoro-2-isocyanato-4-(trifluoromethyl)benzene). Yields the product FC1=C(C=C(C=C1)C(F)(F)F)NC(=O)NC1=CC=C(C2=CC=CC=C12)OC1=CC=NC=2NC(C(=NC21)C)=O (1-(2-fluoro-5-(trifluoromethyl)phenyl)-3-(4-(2-methyl-3-oxo-3,4-dihydropyrido[2,3-b]pyrazin-8-yloxy)naphthalen-1-yl)urea), solid. Yield: 61.0%. Reaction SMILES: [NH2:1][C:2]1[C:11]2[C:6](=[CH:7][CH:8]=[CH:9][CH:10]=2)[C:5]([O:12][C:13]2[C:22]3[N:21]=[C:20]([CH3:23])[C:19](=[O:24])[NH:18][C:17]=3[N:16]=[CH:15][CH:14]=2)=[CH:4][CH:3]=1.[F:25][C:26]1[CH:31]=[CH:30][C:29]([C:32]([F:35])([F:34])[F:33])=[CH:28][C:27]=1[N:36]=[C:37]=[O:38]>>[F:25][C:26]1[CH:31]=[CH:30][C:29]([C:32]([F:35])([F:34])[F:33])=[CH:28][C:27]=1[NH:36][C:37]([NH:1][C:2]1[C:11]2[C:6](=[CH:7][CH:8]=[CH:9][CH:10]=2)[C:5]([O:12][C:13]2[C:22]3[N:21]=[C:20]([CH3:23])[C:19](=[O:24])[NH:18][C:17]=3[N:16]=[CH:15][CH:14]=2)=[CH:4][CH:3]=1)=[O:38]. Procedure details: Method F2 was used with 8-(4-aminonaphthalen-1-yloxy)-2-methylpyrido[2,3-b]pyrazin-3(4H)-one and 1-fluoro-2-isocyanato-4-(trifluoromethyl)benzene to afford the title compound as a slightly pink solid (50 mg, 61%). The reactants are CCOC1CN(C(C)=O)CC1Nc1nc(CC)c(-c2ccc(Cl)cc2Cl)nc1CC, CCOC1CNCC1Nc1nc(CC)c(-c2ccc(OC)cc2Cl)nc1CC, COC(=O)Cl. Yields the product CCOC1CN(C(=O)OC)CC1Nc1nc(CC)c(-c2ccc(OC)cc2Cl)nc1CC. RXN SMILES: [C:1]([N:2]1[CH2:3][CH:4]([O:5][CH2:6][CH3:7])[CH:8]([NH:9][c:10]2[c:11]([CH2:12][CH3:13])[n:14][c:15](-[c:16]3[cH:17][cH:18][c:19]([Cl:20])[cH:21][c:22]3[Cl:23])[c:24]([CH2:25][CH3:26])[n:27]2)[CH2:28]1)(=[O:29])[CH3:30].[Cl:31][c:32]1[c:33](-[c:40]2[n:41][c:42]([CH2:57][CH3:58])[c:43]([NH:48][CH:49]3[CH2:50][NH:51][CH2:52][CH:53]3[O:54][CH2:55][CH3:56])[n:44][c:45]2[CH2:46][CH3:47])[cH:34][cH:35][c:36]([O:38][CH3:39])[cH:37]1.[Cl:59][C:60](=[O:61])[O:62][CH3:63]>>[Cl:31][c:32]1[c:33](-[c:40]2[n:41][c:42]([CH2:57][CH3:58])[c:43]([NH:48][CH:49]3[CH2:50][N:51]([C:60](=[O:61])[O:62][CH3:63])[CH2:52][CH:53]3[O:54][CH2:55][CH3:56])[n:44][c:45]2[CH2:46][CH3:47])[cH:34][cH:35][c:36]([O:38][CH3:39])[cH:37]1. The reactants are CCOC(=O)CBr, CCCCCC, CN(C)C=O, [H-], [Na+], CCOC(=O)c1ccc(O)cc1. Product: CCOC(=O)COc1ccc(C(=O)OCC)cc1. RXN SMILES: [Br:15][CH2:16][C:17](=[O:18])[O:19][CH2:20][CH3:21].[CH3:22][CH2:23][CH2:24][CH2:25][CH2:26][CH3:27].[CH3:28][N:29]([CH3:30])[CH:31]=[O:32].[H-:1].[Na+:2].[OH:3][c:4]1[cH:5][cH:6][c:7]([C:8](=[O:9])[O:10][CH2:11][CH3:12])[cH:13][cH:14]1>>[O:3]([c:4]1[cH:5][cH:6][c:7]([C:8](=[O:9])[O:10][CH2:11][CH3:12])[cH:13][cH:14]1)[CH2:16][C:17](=[O:18])[O:19][CH2:20][CH3:21]. Starting materials: N1(CCNCC1)C(=O)OC(C)(C)C (1,1-dimethylethyl 1-piperazinecarboxylate), CCN(C(C)C)C(C)C (DIPEA), FC(C1=CC=C(C=C1)S(=O)(=O)Cl)(F)F (4-(trifluoromethyl)benzenesulfonyl chloride). The solvent is C(Cl)Cl (DCM). Reaction conditions: time 1.5 hour. Yields the product FC(C1=CC=C(C=C1)S(=O)(=O)N1CCN(CC1)C(=O)OC(C)(C)C)(F)F (1,1-dimethylethyl 4-{[4-(trifluoromethyl)phenyl]sulfonyl}-1-piperazinecarboxylate). Reaction SMILES: [N:1]1([C:7]([O:9][C:10]([CH3:13])([CH3:12])[CH3:11])=[O:8])[CH2:6][CH2:5][NH:4][CH2:3][CH2:2]1.CCN(C(C)C)C(C)C.[F:23][C:24]([F:36])([F:35])[C:25]1[CH:30]=[CH:29][C:28]([S:31](Cl)(=[O:33])=[O:32])=[CH:27][CH:26]=1>C(Cl)Cl>[F:36][C:24]([F:23])([F:35])[C:25]1[CH:26]=[CH:27][C:28]([S:31]([N:4]2[CH2:5][CH2:6][N:1]([C:7]([O:9][C:10]([CH3:13])([CH3:12])[CH3:11])=[O:8])[CH2:2][CH2:3]2)(=[O:33])=[O:32])=[CH:29][CH:30]=1. Reported procedure: To a solution of 1,1-dimethylethyl 1-piperazinecarboxylate (5.00 g, 26.8 mmol) in DCM (200 ml) was added DIPEA (9.85 ml, 56.4 mmol) and then 4-(trifluoromethyl)benzenesulfonyl chloride (7.22 g, 29.5 mmol). The reaction mixture was stirred for 1.5 hours at room temperature. The reaction mixture was then reduced to dryness in vacuo, to yield 1,1-dimethylethyl 4-{[4-(trifluoromethyl)phenyl]sulfonyl}-1-piperazinecarboxylate, (crude yield 100%). Starting materials: FC=1C=C(C=CC1)S (3-Fluoro-benzenethiol), [OH-].[K+] (KOH), Cu, IC1=C(C=CC=C1)CCC(=O)O (3-(2-Iodo-phenyl)-propionic acid). The solvent is O (water). Product: FC=1C=C(C=CC1)SC1=C(C=CC=C1)CCC(=O)O (3-[2-(3-Fluoro-phenylsulfanyl)-phenyl]-propionic acid). As a reaction SMILES: I[C:2]1[CH:7]=[CH:6][CH:5]=[CH:4][C:3]=1[CH2:8][CH2:9][C:10]([OH:12])=[O:11].[F:13][C:14]1[CH:15]=[C:16]([SH:20])[CH:17]=[CH:18][CH:19]=1.[OH-].[K+]>O>[F:13][C:14]1[CH:15]=[C:16]([S:20][C:2]2[CH:7]=[CH:6][CH:5]=[CH:4][C:3]=2[CH2:8][CH2:9][C:10]([OH:12])=[O:11])[CH:17]=[CH:18][CH:19]=1 |f:2.3|. Reported procedure: 3-(2-Iodo-phenyl)-propionic acid (0.3 g, 1.1 mmol) was dissolved in water (2.8 mL). 3-Fluoro-benzenethiol (0.13 g, 0.99 mmol), KOH (0.15 g, 2.6 mmol) and Cu (13 mg, 0.2 mmol) was added. The mixture was refluxed overnight. The hot solution was filtered and the filtrate was made acidic with concentrated HCl. The mixture was extracted with dichloromethane (2×25 mL). The combined organic phases were washed with water (15 mL), dried (MgSO4), filtered and evaporated. Yield: 0.26 g, 96%. Starting materials: CCN1CCC(c2cccc(C(N)=O)c2F)CC1, CCOC(C)=O, CN(C)C=O, O=P(Cl)(Cl)Cl, [Na+], [Na+], O=C([O-])[O-]. The product is CCN1CCC(c2cccc(C#N)c2F)CC1. Reaction SMILES: [CH2:1]([CH3:2])[N:3]1[CH2:4][CH2:5][CH:6]([c:9]2[c:10]([F:18])[c:11]([C:12](=[O:13])[NH2:14])[cH:15][cH:16][cH:17]2)[CH2:7][CH2:8]1.[CH3:30][CH2:31][O:32][C:33](=[O:34])[CH3:35].[CH3:36][N:37]([CH3:38])[CH:39]=[O:40].[Cl:19][P:20](=[O:21])([Cl:22])[Cl:23].[Na+:24].[Na+:25].[O-:26][C:27](=[O:28])[O-:29]>>[CH2:1]([CH3:2])[N:3]1[CH2:4][CH2:5][CH:6]([c:9]2[c:10]([F:18])[c:11]([C:12]#[N:14])[cH:15][cH:16][cH:17]2)[CH2:7][CH2:8]1.